Dataset: the Open Reaction Database (ORD), a public repository of structured organic reaction records. Task: describe an organic reaction: reactants, conditions, products, and yield The reactants are ClCCl, CN(C)c1ccncc1, CC1(C)C(C=CC(=O)O)C1C(=O)OC(C#N)c1cccc(Oc2ccccc2)c1, OC1CC1, C(=NC1CCCCC1)=NC1CCCCC1. The product is CC1(C)C(C=CC(=O)OC2CC2)C1C(=O)OC(C#N)c1cccc(Oc2ccccc2)c1. Reaction SMILES: [CH2:49]([Cl:50])[Cl:51].[CH3:52][N:53]([CH3:54])[c:55]1[cH:56][cH:57][n:58][cH:59][cH:60]1.[CH3:5][C:6]1([CH3:33])[CH:7]([C:14](=[O:15])[O:16][CH:17]([c:18]2[cH:19][c:20]([O:24][c:25]3[cH:26][cH:27][cH:28][cH:29][cH:30]3)[cH:21][cH:22][cH:23]2)[C:31]#[N:32])[CH:8]1[CH:9]=[CH:10][C:11](=[O:12])[OH:13].[CH:1]1([OH:4])[CH2:2][CH2:3]1.[CH:34]1([N:35]=[C:36]=[N:37][CH:38]2[CH2:39][CH2:40][CH2:41][CH2:42][CH2:43]2)[CH2:44][CH2:45][CH2:46][CH2:47][CH2:48]1>>[CH:1]1([O:4][C:11]([CH:10]=[CH:9][CH:8]2[C:6]([CH3:5])([CH3:33])[CH:7]2[C:14](=[O:15])[O:16][CH:17]([c:18]2[cH:19][c:20]([O:24][c:25]3[cH:26][cH:27][cH:28][cH:29][cH:30]3)[cH:21][cH:22][cH:23]2)[C:31]#[N:32])=[O:12])[CH2:2][CH2:3]1. The reactants are NC1=C(CN2C(=CC=C2)C(=O)O)C=C(C=C1)CC (1-(2-amino-5-ethylbenzyl)-2-pyrrolecarboxylic acid), OCCN1CCNCC1 (N-(β-hydroxyethyl)piperazine). Yields the product C(C)C=1C=CC2=C(CN3C(C(=N2)N2CCN(CC2)CCO)=CC=C3)C1 (7-Ethyl-11-[4-(β-hydroxyethyl)-1-piperazinyl]-5H-pyrrolo[2,1-c][1,4]benzodiazepine). As a reaction SMILES: [NH2:1][C:2]1[CH:16]=[CH:15][C:14]([CH2:17][CH3:18])=[CH:13][C:3]=1[CH2:4][N:5]1[CH:9]=[CH:8][CH:7]=[C:6]1[C:10](O)=O.[OH:19][CH2:20][CH2:21][N:22]1[CH2:27][CH2:26][NH:25][CH2:24][CH2:23]1>>[CH2:17]([C:14]1[CH:15]=[CH:16][C:2]2[N:1]=[C:10]([N:25]3[CH2:26][CH2:27][N:22]([CH2:21][CH2:20][OH:19])[CH2:23][CH2:24]3)[C:6]3=[CH:7][CH:8]=[CH:9][N:5]3[CH2:4][C:3]=2[CH:13]=1)[CH3:18]. Procedure details: In the manner described in Example 5, reaction of 1-(2-amino-5-ethylbenzyl)-2-pyrrolecarboxylic acid with N-(β-hydroxyethyl)piperazine provides the title compound after cyclization. Reactants: [Cl-], OCc1cccc(Oc2ccc(F)cc2)n1, CC(C)C(C(=O)O)c1ccc2ccccc2c1. Yields the product CC(C)C(C(=O)OCc1cccc(Oc2ccc(F)cc2)n1)c1ccc2ccccc2c1. As a reaction SMILES: [Cl-:1].[F:19][c:20]1[cH:21][cH:22][c:23]([O:24][c:25]2[cH:26][cH:27][cH:28][c:29]([CH2:31][OH:32])[n:30]2)[cH:33][cH:34]1.[cH:2]1[c:3]([CH:12]([C:13](=[O:14])[OH:15])[CH:16]([CH3:17])[CH3:18])[cH:4][cH:5][c:6]2[cH:7][cH:8][cH:9][cH:10][c:11]12>>[cH:2]1[c:3]([CH:12]([C:13](=[O:14])[O:15][CH2:31][c:29]2[cH:28][cH:27][cH:26][c:25]([O:24][c:23]3[cH:22][cH:21][c:20]([F:19])[cH:34][cH:33]3)[n:30]2)[CH:16]([CH3:17])[CH3:18])[cH:4][cH:5][c:6]2[cH:7][cH:8][cH:9][cH:10][c:11]12. Starting materials: N#CCCC1(c2ccccc2)CCCC(=[N+]=[N-])C1=O, N#CCCC1(c2ccccc2)CCCC(C=O)C1=O. Product: COc1cccc(C2(CCC#N)CCCC(=[N+]=[N-])C2=O)c1. As a reaction SMILES: [c:1]1([C:7]2([CH2:16][CH2:17][C:18]#[N:19])[C:8](=[O:15])[C:9](=[N+:13]=[N-:14])[CH2:10][CH2:11][CH2:12]2)[cH:2][cH:3][cH:4][cH:5][cH:6]1.[c:20]1([C:21]2([CH2:22][CH2:23][C:24]#[N:25])[CH2:26][CH2:27][CH2:28][CH:29]([CH:32]=[O:33])[C:30]2=[O:31])[cH:34][cH:35][cH:36][cH:37][cH:38]1>>[c:1]1([C:7]2([CH2:16][CH2:17][C:18]#[N:19])[C:8](=[O:15])[C:9](=[N+:13]=[N-:14])[CH2:10][CH2:11][CH2:12]2)[cH:2][cH:3][cH:4][c:5]([O:33][CH3:32])[cH:6]1. The reactants are BrCCO (2-bromoethanol), OC1=CC(=C(C=O)C=C1)OC (4-hydroxy-2-methoxybenzaldehyde), [H-].[Na+] (sodium hydride). Solvent: O (water), CN(C)C=O (DMF), CN(C)C=O (DMF). Reaction conditions: temperature 0 celsius, time 30 minute. Product: OCCOC1=CC(=C(C=O)C=C1)OC (4-(2-hydroxyethoxy)-2-methoxybenzaidehyde). RXN SMILES: [OH:1][C:2]1[CH:9]=[CH:8][C:5]([CH:6]=[O:7])=[C:4]([O:10][CH3:11])[CH:3]=1.[H-].[Na+].Br[CH2:15][CH2:16][OH:17]>CN(C=O)C.O>[OH:17][CH2:16][CH2:15][O:1][C:2]1[CH:9]=[CH:8][C:5]([CH:6]=[O:7])=[C:4]([O:10][CH3:11])[CH:3]=1 |f:1.2|. Procedure: A solution of 4-hydroxy-2-methoxybenzaldehyde (1.217 g, 8.00 mmol) in dry DMF (8.88 mL) was added to a stirred suspension of sodium hydride (60% dispersion in mineral oil) (0.267 mL, 8.00 mmol) in dry DMF (2.22 mL) via cannula at 0° C. under N2. The reaction mixture was stirred at 0° C. for 30 min and warmed to room temperature. 2-bromoethanol (0.851 mL, 12.00 mmol) was added dropwise and the reaction mixture was stirred at 50° C. overnight. The reaction was diluted with water (50 mL) and extrac... Reactants: COC(C)(C)C=1OC=C(N1)CN1N=CC(=N1)[N+](=O)[O-] (2-(2-methoxypropan-2-yl)-4-((4-nitro-2H-1,2,3-triazol-2-yl)methyl)oxazole), [NH4+].[Cl-] (NH4Cl), N#N (N2). Reagents/catalysts: [Fe] (iron). The solvent is CCO (EtOH), O (water). Reaction conditions: temperature 85 celsius, time 30 minute. Yields the product COC(C)(C)C=1OC=C(N1)CN1N=CC(=N1)N (2-((2-(2-Methoxypropan-2-yl)oxazol-4-yl)methyl)-2H-1,2,3-triazol-4-amine). Reaction SMILES: N#N.[CH3:3][O:4][C:5]([C:8]1[O:9][CH:10]=[C:11]([CH2:13][N:14]2[N:18]=[C:17]([N+:19]([O-])=O)[CH:16]=[N:15]2)[N:12]=1)([CH3:7])[CH3:6].[NH4+].[Cl-]>CCO.O.[Fe]>[CH3:3][O:4][C:5]([C:8]1[O:9][CH:10]=[C:11]([CH2:13][N:14]2[N:18]=[C:17]([NH2:19])[CH:16]=[N:15]2)[N:12]=1)([CH3:7])[CH3:6] |f:2.3|. Procedure details: In a flame dried round-bottomed flask equipped with a magnetic stir bar and under inert atmosphere (N2), a mixture of 2-(2-methoxypropan-2-yl)-4-((4-nitro-2H-1,2,3-triazol-2-yl)methyl)oxazole (33 mg, 0.12 mmol), iron powder (21 mg, 0.37 mmol) and NH4Cl (33 mg, 0.62 mmol) in a mixture of EtOH (0.4 mL) and water (0.2 mL) was stirred at 85° C. for 30 min. The reaction mixture was filtered while hot and concentrated under reduced pressure. CH2Cl2 (5 mL) was added followed by 1N NaOH (5 mL). The laye... Reactants: CC(OCC)=O (EA), COC1=C(CNC=2C=3N(C=CN2)C(=NC3C3=CC=C(C(=O)OC)C=C3)CC(=O)OC)C=CC(=C1)OC (methyl 4-(8-((2,4-dimethoxybenzyl)amino)-3-(2-methoxy-2-oxoethyl) imidazo[1,5-a]pyrazin-1-yl)benzoate), C(C=C)#N (acrylonitrile), CC(C)(C)[O-].[K+] (t-BuOK), CCOC(=O)C (EtOAc). The solvent is C(Cl)Cl (DCM), C1CCOC1 (THF). Conditions: time 2 hour. The product is C(#N)CCC(C(=O)OC)C1=NC(=C2N1C=CN=C2NCC2=C(C=C(C=C2)OC)OC)C2=CC=C(C(=O)OC)C=C2 (methyl 4-(3-(4-cyano-1-methoxy-1-oxobutan-2-yl)-8-((2,4-dimethoxybenzyl)amino)imidazo[1,5-a]pyrazin-1-yl)benzoate). Yield: 94.7%. RXN SMILES: [CH3:1][O:2][C:3]1[CH:34]=[C:33]([O:35][CH3:36])[CH:32]=[CH:31][C:4]=1[CH2:5][NH:6][C:7]1[C:8]2[N:9]([C:13]([CH2:26][C:27]([O:29][CH3:30])=[O:28])=[N:14][C:15]=2[C:16]2[CH:25]=[CH:24][C:19]([C:20]([O:22][CH3:23])=[O:21])=[CH:18][CH:17]=2)[CH:10]=[CH:11][N:12]=1.[C:37](#[N:40])[CH:38]=[CH2:39].CC([O-])(C)C.[K+].CCOC(C)=O>C1COCC1.C(Cl)Cl>[C:37]([CH2:38][CH2:39][CH:26]([C:13]1[N:9]2[CH:10]=[CH:11][N:12]=[C:7]([NH:6][CH2:5][C:4]3[CH:31]=[CH:32][C:33]([O:35][CH3:36])=[CH:34][C:3]=3[O:2][CH3:1])[C:8]2=[C:15]([C:16]2[CH:17]=[CH:18][C:19]([C:20]([O:22][CH3:23])=[O:21])=[CH:24][CH:25]=2)[N:14]=1)[C:27]([O:29][CH3:30])=[O:28])#[N:40] |f:2.3|. Procedure details: To a solution of methyl 4-(8-((2,4-dimethoxybenzyl)amino)-3-(2-methoxy-2-oxoethyl) imidazo[1,5-a]pyrazin-1-yl)benzoate (11.4 g, 23.3 mmol) in THF (100 mL) was added acrylonitrile (1.4 g, 25.6 mmol) and t-BuOK (2.3 mL, 1M in THF). The mixture was stirred at RT for 2 hrs. The reaction was complete detected by TLC (PE/EtOAc 1:1). The mixture was extracted with EA and water, the organic layer was dried and concentrated, the residue was purified by column chromatography on silica gel eluted with PE:E...